This data is from the Open Reaction Database (ORD), a public repository of structured organic reaction records. The task is: describe an organic reaction: reactants, conditions, products, and yield The reactants are [Na] (sodium), C1(CCCCC1)N(C(=O)NC=1SC=C(N1)CCO)C1CCCCC1 (1,1-dicyclohexyl-3-[4-(2-hydroxyethyl)-thiazol-2-yl]-urea), BrC1=NC=CC=C1 (2-bromopyridine). Product: C1(CCCCC1)N(C(=O)NC=1SC=C(N1)CCOC1=NC=CC=C1)C1CCCCC1 (1,1-dicyclohexyl-3-{4-[2-(pyridin-2-yloxy)-ethyl]-thiazol-2-yl}-urea). As a reaction SMILES: [Na].[CH:2]1([N:8]([CH:20]2[CH2:25][CH2:24][CH2:23][CH2:22][CH2:21]2)[C:9]([NH:11][C:12]2[S:13][CH:14]=[C:15]([CH2:17][CH2:18][OH:19])[N:16]=2)=[O:10])[CH2:7][CH2:6][CH2:5][CH2:4][CH2:3]1.Br[C:27]1[CH:32]=[CH:31][CH:30]=[CH:29][N:28]=1>>[CH:20]1([N:8]([CH:2]2[CH2:3][CH2:4][CH2:5][CH2:6][CH2:7]2)[C:9]([NH:11][C:12]2[S:13][CH:14]=[C:15]([CH2:17][CH2:18][O:19][C:27]3[CH:32]=[CH:31][CH:30]=[CH:29][N:28]=3)[N:16]=2)=[O:10])[CH2:25][CH2:24][CH2:23][CH2:22][CH2:21]1 |^1:0|. Procedure details: 1,1-Dicyclohexyl-3-{4-[2-(pyridin-2-yloxy)-ethyl]-thiazol-2-yl}-urea was prepared from the sodium salt of 1,1-dicyclohexyl-3-[4-(2-hydroxyethyl)-thiazol-2-yl]-urea (50 mg, 0.14 mmol; 0.5 mmol NaH, DMF as solvent) and 2-bromopyridine (20 mg, 0.14 mmol). After aqueous workup, the resulting oil was purified on silica gel to give 1,1-dicyclohexyl-3-{4-[2-(pyridin-2-yloxy)-ethyl]-thiazol-2-yl}-urea in 20 mg (33%) yield. Reactants: COCOC (formaldehyde dimethyl acetal), BrC1=CC=C(C=C1)O (4-bromophenol). Product: COCOC1=CC=C(C=C1)Br (4-Methoxymethoxy-1-bromobenzene). The yield is 49.0%. RXN SMILES: [CH3:1][O:2][CH2:3][O:4][CH3:5].[Br:6][C:7]1[CH:12]=[CH:11]C(O)=[CH:9][CH:8]=1>>[CH3:1][O:2][CH2:3][O:4][C:5]1[CH:11]=[CH:12][C:7]([Br:6])=[CH:8][CH:9]=1. Procedure details: 4-Methoxymethoxy-1-bromobenzene was prepared from formaldehyde dimethyl acetal and 4-bromophenol by the method of Y. P. Yardley and H. Fletcher, Synthesis 1976, p. 244. The boiling point of this derivative is 54° to 56° C. at 0.1 hPa, and the yield is 49 percent theory. Reactants: C1=2C=3C(=NC=NC3SC2CCCC1)O (8-thia-4,6-diazatricyclo[7.4.0.0[2,7]]trideca-1(9),2(7),3,5-tetraen-3-ol), C(#N)C1=C(C(=O)C(=C(C1=O)Cl)Cl)C#N (DDQ). The solvent is O1CCOCC1 (1,4-dioxane). Run at temperature 90 celsius, time 8 hour. The product is C1=2C=3C(=NC=NC3SC2C=CC=C1)O (8-thia-4,6-diazatricyclo[7.4.0.0[2,7]]trideca-1(9),2(7),3,5,10,12-hexaen-3-ol). Yield: 89.1%. Reaction SMILES: [C:1]12[CH2:13][CH2:12][CH2:11][CH2:10][C:9]=1[S:8][C:7]1[N:6]=[CH:5][N:4]=[C:3]([OH:14])[C:2]2=1.C(C1C(=O)C(Cl)=C(Cl)C(=O)C=1C#N)#N>O1CCOCC1>[C:1]12[CH:13]=[CH:12][CH:11]=[CH:10][C:9]=1[S:8][C:7]1[N:6]=[CH:5][N:4]=[C:3]([OH:14])[C:2]2=1. Reported procedure: A solution of 8-thia-4,6-diazatricyclo[7.4.0.0[2,7]]trideca-1(9),2(7),3,5-tetraen-3-ol (2.06 g, 9.99 mmol, 1.00 equiv) in 1,4-dioxane (30 mL) was added DDQ (5.68 g, 25.02 mmol, 2.50 equiv) ar room temperature under nitrogen and the resulting solution was stirred overnight at 90° C. in an oil bath. After cooling to room temperature, the reaction was quenched with saturated aqueous sodium bicarbonate, and extracted with 3×100 mL of dichloromethane. The organic layers were combined, washed with bri... The reactants are C(C)OCOC(C)(C)C1=C(C=C(C=C1)C(C)(C)OCOCC)B1OC(C(O1)(C)C)(C)C (2-(2,5-bis(2-(ethoxymethoxy)propan-2-yl)phenyl)-4,4,5,5-tetramethyl-1,3,2-dioxaborolane), Cl (HCl). The solvent is C1CCOC1 (THF). Reaction conditions: time 5 hour. Yields the product C(C)OCOC(C)(C)C1=C(C=C(C=C1)C(C)=O)B1OC(C(O1)(C)C)(C)C (1-(4-(2-(ethoxymethoxy)propan-2-yl)-3-(4,4,5,5-tetramethyl-1,3,2-dioxaborolan-2-yl)phenyl)ethanone). Yield: 26.5%. RXN SMILES: [CH2:1]([O:3][CH2:4][O:5][C:6]([C:9]1[CH:14]=[CH:13][C:12]([C:15]([O:18]COCC)(C)[CH3:16])=[CH:11][C:10]=1[B:23]1[O:27][C:26]([CH3:29])([CH3:28])[C:25]([CH3:31])([CH3:30])[O:24]1)([CH3:8])[CH3:7])[CH3:2].Cl>C1COCC1>[CH2:1]([O:3][CH2:4][O:5][C:6]([C:9]1[CH:14]=[CH:13][C:12]([C:15](=[O:18])[CH3:16])=[CH:11][C:10]=1[B:23]1[O:27][C:26]([CH3:29])([CH3:28])[C:25]([CH3:30])([CH3:31])[O:24]1)([CH3:7])[CH3:8])[CH3:2]. Reported procedure: To a solution of 2-(2,5-bis(2-(ethoxymethoxy)propan-2-yl)phenyl)-4,4,5,5-tetramethyl-1,3,2-dioxaborolane (510 mg) in THF (15 mL) was added 6 N HCl (3.8 mL). The reaction mixture was stirred at rt for 5 h, and extracted with DCM (200 mL×2). The combined organic layers were washed with brine, dried over Na2SO4, filtered and concentrated under reduced pressure. The residue was purified by Combiflash to give 6-(2-hydroxypropan-2-yl)-3,3-dimethylbenzo-[c][1,2]oxaborol-1(3H)-ol [112 mg, yield 45% (2 s...